describe an organic reaction: reactants, conditions, products, and yield From a dataset of the Open Reaction Database (ORD), a public repository of structured organic reaction records. The reactants are C1CCNCC1, CCO, O=Cc1cc2cc(OCCN3CCCC3)ccc2[nH]1, NS(=O)(=O)c1ccc2c(c1)CC(=O)N2. Product: NS(=O)(=O)c1ccc2c(c1)C(=Cc1cc3cc(OCCN4CCCC4)ccc3[nH]1)C(=O)N2. As a reaction SMILES: [CH2:34]1[CH2:35][CH2:36][NH:37][CH2:38][CH2:39]1.[CH3:40][CH2:41][OH:42].[N:15]1([CH2:20][CH2:21][O:22][c:23]2[cH:24][c:25]3[cH:26][c:27]([CH:32]=[O:33])[nH:28][c:29]3[cH:30][cH:31]2)[CH2:16][CH2:17][CH2:18][CH2:19]1.[O:1]=[C:2]1[NH:3][c:4]2[cH:5][cH:6][c:7]([S:11](=[O:12])(=[O:13])[NH2:14])[cH:8][c:9]2[CH2:10]1>>[O:1]=[C:2]1[NH:3][c:4]2[cH:5][cH:6][c:7]([S:11](=[O:12])(=[O:13])[NH2:14])[cH:8][c:9]2[C:10]1=[CH:32][c:27]1[cH:26][c:25]2[cH:24][c:23]([O:22][CH2:21][CH2:20][N:15]3[CH2:16][CH2:17][CH2:18][CH2:19]3)[cH:31][cH:30][c:29]2[nH:28]1. Reactants: CS(=O)(=O)Oc1ccc(S(=O)(=O)O)cc1, [Na], CN(C)C=O, O=S(Cl)Cl. Product: CS(=O)(=O)Oc1ccc(S(=O)(=O)Cl)cc1. As a reaction SMILES: [CH3:6][S:7](=[O:8])(=[O:9])[O:10][c:11]1[cH:12][cH:13][c:14]([S:17](=[O:18])(=[O:19])[OH:20])[cH:15][cH:16]1.[Na:5].[O:21]=[CH:22][N:23]([CH3:24])[CH3:25].[S:1]([Cl:2])([Cl:3])=[O:4]>>[Cl:3][S:17]([c:14]1[cH:13][cH:12][c:11]([O:10][S:7]([CH3:6])(=[O:8])=[O:9])[cH:16][cH:15]1)(=[O:18])=[O:20]. Starting materials: CS(=O)(=O)Cl (methanesulfonyl chloride), COC1=CC=C(C=C1)C(O)C1=CC=C(C=C1)OC (Bis(4-methoxyphenyl)methanol), C([O-])(O)=O.[Na+] (sodium bicarbonate), C(=O)N1CCNCC1 (N-formylpiperazine). Solvent: ClCCl (dichloromethane), ClCCl (dichloromethane), C(C)N(CC)CC (triethylamine), ClCCl (dichloromethane). Run at temperature -5 celsius, time 10 minute. Yields the product C(=O)N1CCN(CC1)C(C1=CC=C(C=C1)OC)C1=CC=C(C=C1)OC (1-Formyl-4-bis(4-methoxyphenyl)methylpiperazine). Yield: 105.9%. Reaction SMILES: [CH3:1][O:2][C:3]1[CH:8]=[CH:7][C:6]([CH:9]([C:11]2[CH:16]=[CH:15][C:14]([O:17][CH3:18])=[CH:13][CH:12]=2)O)=[CH:5][CH:4]=1.CS(Cl)(=O)=O.[CH:24]([N:26]1[CH2:31][CH2:30][NH:29][CH2:28][CH2:27]1)=[O:25].C(=O)(O)[O-].[Na+]>ClCCl.C(N(CC)CC)C>[CH:24]([N:26]1[CH2:31][CH2:30][N:29]([CH:9]([C:11]2[CH:16]=[CH:15][C:14]([O:17][CH3:18])=[CH:13][CH:12]=2)[C:6]2[CH:7]=[CH:8][C:3]([O:2][CH3:1])=[CH:4][CH:5]=2)[CH2:28][CH2:27]1)=[O:25] |f:3.4|. Procedure details: 1.22 g of the above-mentioned compound (1) and 1.01 g of triethylamine were dissolved in 15 ml of dichloromethane. 5 ml of a dichloromethane solution containing 630 mg of methanesulfonyl chloride was then dropped thereon over a period of 10 minutes, at -15° C. After stirring for 30 minutes at the same temperature, 5 ml of a dichloromethane solution containing 1.14 g of N-formylpiperazine was dropped thereon into the first solution, over a period of 10 minutes, followed by stirring for 1 hour at ... The reactants are BrCCCCCCCCCCCCCC (1-Bromotetradecane), C1CCOC1 (THF). Reaction conditions: time 8 hour. Product: C(CCCCCCCCCCCCCCCCC)C=1OC=CC1 (2-(octadecyl)furan). Isolated yield 90.0%. As a reaction SMILES: Br[CH2:2][CH2:3][CH2:4][CH2:5][CH2:6][CH2:7][CH2:8][CH2:9][CH2:10][CH2:11][CH2:12][CH2:13][CH2:14][CH3:15].[CH2:16]1[CH2:20][O:19][CH2:18][CH2:17]1>>[CH2:2]([C:18]1[O:19][CH:20]=[CH:16][CH:17]=1)[CH2:3][CH2:4][CH2:5][CH2:6][CH2:7][CH2:8][CH2:9][CH2:10][CH2:11][CH2:12][CH2:13][CH2:14][CH2:15][CH2:2][CH2:3][CH2:4][CH3:5]. Reported procedure: 1-Bromotetradecane (3.0 g, 9.01 mmol) in THF (4 mL) was added dropwise and the resulting solution was warmed to room temperature and stirred overnight. The reaction was quenched with a saturated solution of NH4Cl (5 mL). The organic layer was removed and the aqueous layer extracted with ether (3×5 mL). The combined organic layers were washed with a saturated solution of NaHCO3 (1×5 mL), brine (1×5 mL), dried over MgSO4, filtered and concentrated. The crude residue was passed through a small sili... RXN SMILES: [C:1]([NH:5][S:6]([C:9]1[O:13][C:12]([C:14]([O:16]C)=O)=[CH:11][CH:10]=1)(=[O:8])=[O:7])([CH3:4])([CH3:3])[CH3:2].[NH:18]1[CH2:21][CH2:20][CH2:19]1>CO>[N:18]1([C:14]([C:12]2[O:13][C:9]([S:6]([NH:5][C:1]([CH3:2])([CH3:3])[CH3:4])(=[O:7])=[O:8])=[CH:10][CH:11]=2)=[O:16])[CH2:21][CH2:20][CH2:19]1. Procedure: To a solution of methyl 5-[(tert-butylamino)sulfonyl]-2-furoate (the product of step i) (2.15 g) in methanol (80 mL) was added azetidine (1.15 mL). After stirring at room temperature for 5 h the mixture was evaporated to dryness in vacuo. The resulting residue was partitioned between EtOAc (50 mL) and H2O (50 mL). The separated organic layer was dried (MgSO4), filtered and evaporated to dryness in vacuo. The resulting crude material was purified by column chromatography (EtOAC as eluent) to give... The solvent is CO (methanol). Reactants: C(C)(C)(C)NS(=O)(=O)C1=CC=C(O1)C(=O)OC (methyl 5-[(tert-butylamino)sulfonyl]-2-furoate), C(C)(C)(C)NS(=O)(=O)C1=CC=C(O1)C(=O)OC (methyl 5-[(tert-butylamino)sulfonyl]-2-furoate), N1CCC1 (azetidine). Reaction conditions: time 5 hour. Yields the product N1(CCC1)C(=O)C1=CC=C(O1)S(=O)(=O)NC(C)(C)C (5-(azetidin-1-ylcarbonyl)-N-(tert-butyl)furan-2-sulfonamide).